This data is from the Open Reaction Database (ORD), a public repository of structured organic reaction records. The task is: describe an organic reaction: reactants, conditions, products, and yield Reactants: BrC1=CC=C(C=C1)C(C1=CC(=C(C=C1)OC1CCCC1)OC)=O (4′-Bromo-4-cyclopentoxy-3-methoxybenzophenone), C1CCOC1 (THF), ClC[Si](C)(C)C (Chloromethyltrimethylsilane), C(C)(CC)[Li] (sec-butyllithium), C1CCOC1 (THF), CN(C)CCN(C)C (TMEDA). Conditions: temperature -55 celsius, time 40 minute. The product is BrC1=CC=C(C=C1)C(C=O)C1=CC(=C(C=C1)OC)OC1CCCC1 (2-(4-Bromophenyl)-2-(3-cyclopentyloxy-4-methoxyphenyl)acetaldehyde). Isolated yield 42.5%. RXN SMILES: ClC[Si](C)(C)C.[CH:7]([Li])([CH2:9][CH3:10])[CH3:8].CN(CCN(C)C)C.[Br:20][C:21]1[CH:26]=[CH:25][C:24]([C:27](=O)[C:28]2[CH:33]=[CH:32][C:31]([O:34][CH:35]3CCCC3)=[C:30]([O:40][CH3:41])[CH:29]=2)=[CH:23][CH:22]=1.C1C[O:46][CH2:45]C1>>[Br:20][C:21]1[CH:22]=[CH:23][C:24]([CH:27]([C:28]2[CH:33]=[CH:32][C:31]([O:34][CH3:35])=[C:30]([O:40][CH:41]3[CH2:10][CH2:9][CH2:7][CH2:8]3)[CH:29]=2)[CH:45]=[O:46])=[CH:25][CH:26]=1. Procedure: Chloromethyltrimethylsilane (1.875 g, 15.37 mmol) in dry THF (45 ml) at −78° C. was treated with sec-butyllithium (13.0 ml of 1.3 M solution in cyclohexane, 16.88 mmol) followed by TMEDA (2.4 ml, 16.1 mmol). The mixture was stirred for 40 min, then warmed to −55° C. 4′-Bromo-4-cyclopentoxy-3-methoxybenzophenone (4.0 g, 10.6 mmol) in THF (20 ml) was added and the mixture stirred at −40° C. for 0.5 h. It was then warmed to room temperature gradually and stirred for an additional 18 h. The reaction... The reactants are O=C(NC(CCl)c1ccc(-c2ccc(SC(F)F)cc2)cc1)c1c(F)cccc1F, [Na+], CN(C)C=O, [OH-], O. Product: Fc1cccc(F)c1C1=NC(c2ccc(-c3ccc(SC(F)F)cc3)cc2)CO1. RXN SMILES: [Cl:3][CH2:4][CH:5]([c:6]1[cH:7][cH:8][c:9](-[c:12]2[cH:13][cH:14][c:15]([S:18][CH:19]([F:20])[F:21])[cH:16][cH:17]2)[cH:10][cH:11]1)[NH:22][C:23]([c:24]1[c:25]([F:31])[cH:26][cH:27][cH:28][c:29]1[F:30])=[O:32].[Na+:2].[O:34]=[CH:35][N:36]([CH3:37])[CH3:38].[OH-:1].[OH2:33]>>[CH2:4]1[CH:5]([c:6]2[cH:7][cH:8][c:9](-[c:12]3[cH:13][cH:14][c:15]([S:18][CH:19]([F:20])[F:21])[cH:16][cH:17]3)[cH:10][cH:11]2)[N:22]=[C:23]([c:24]2[c:25]([F:31])[cH:26][cH:27][cH:28][c:29]2[F:30])[O:32]1. The reactants are O=C([O-])[O-], CC(=O)[O-], CC(=O)[O-], Cc1ccccc1, [Cs+], [Cs+], Fc1ccc(I)cc1, CC(C)(C)OC(=O)c1ccc(Br)cc1N, O, [Pd+2]. Product: CC(C)(C)OC(=O)c1ccc(Br)cc1Nc1ccc(F)cc1. Reaction SMILES: [C:31](=[O:32])([O-:33])[O-:34].[C:37]([O-:38])(=[O:39])[CH3:40].[C:42]([O-:43])(=[O:44])[CH3:45].[CH3:1][c:2]1[cH:3][cH:4][cH:5][cH:6][cH:7]1.[Cs+:35].[Cs+:36].[F:23][c:24]1[cH:25][cH:26][c:27]([I:30])[cH:28][cH:29]1.[NH2:8][c:9]1[c:10]([C:11](=[O:12])[O:13][C:14]([CH3:15])([CH3:16])[CH3:17])[cH:18][cH:19][c:20]([Br:22])[cH:21]1.[OH2:46].[Pd+2:41]>>[NH:8]([c:9]1[c:10]([C:11](=[O:12])[O:13][C:14]([CH3:15])([CH3:16])[CH3:17])[cH:18][cH:19][c:20]([Br:22])[cH:21]1)[c:27]1[cH:26][cH:25][c:24]([F:23])[cH:29][cH:28]1. Starting materials: ClC=1C=C(CN)C=CC1Cl (3,4-dichlorobenzylamine), ClC=1C2=C(N=C(N1)C1=CC=NC=C1)SC(=C2)C(F)(F)F (4-chloro-2-(pyridin-4-yl)-6-trifluoromethyl-thieno-[2,3-d]-pyrimidine). Product: N1=CC=C(C=C1)C=1N=C(C2=C(N1)SC(=C2)C(F)(F)F)NCC2=CC(=C(C=C2)Cl)Cl (2-(pyridin-4-yl)-4-(3,4-dichlorobenzylamino)-6-trifluoromethyl-thieno-[2,3-d]-pyrimidine). Reaction SMILES: [Cl:1][C:2]1[CH:3]=[C:4]([CH:7]=[CH:8][C:9]=1[Cl:10])[CH2:5][NH2:6].Cl[C:12]1[C:13]2[CH:26]=[C:25]([C:27]([F:30])([F:29])[F:28])[S:24][C:14]=2[N:15]=[C:16]([C:18]2[CH:23]=[CH:22][N:21]=[CH:20][CH:19]=2)[N:17]=1>>[N:21]1[CH:22]=[CH:23][C:18]([C:16]2[N:17]=[C:12]([NH:6][CH2:5][C:4]3[CH:7]=[CH:8][C:9]([Cl:10])=[C:2]([Cl:1])[CH:3]=3)[C:13]3[CH:26]=[C:25]([C:27]([F:29])([F:28])[F:30])[S:24][C:14]=3[N:15]=2)=[CH:19][CH:20]=1. Reported procedure: With the procedure of Example 1, the reaction of 3,4-dichlorobenzylamine with 4-chloro-2-(pyridin-4-yl)-6-trifluoromethyl-thieno-[2,3-d]-pyrimidine yields 2-(pyridin-4-yl)-4-(3,4-dichlorobenzylamino)-6-trifluoromethyl-thieno-[2,3-d]-pyrimidine. Reactants: O1C(CCC(=CCOC2=CC3=C(C=C2)OCO3)C)C1(CC(C)C)C (4-[(6,7-epoxy-3,7,9-trimethyl-2-decenyl)-oxy]-1,2-(methylenedioxy)-benzene), [H][H] (hydrogen), [H][H] (hydrogen). The reagents and catalysts are [Pt]=O (platinum oxide). The solvent is C(C)(=O)OCC (ethyl acetate). Yields the product O1C(CCC(CCOC2=CC3=C(C=C2)OCO3)C)C1(CC(C)C)C (4-[(6,7-epoxy-3,7,9-trimethyldecyl)-oxy]-1,2-(methylenedioxy)-benzene). RXN SMILES: [O:1]1[C:19]([CH3:24])([CH2:20][CH:21]([CH3:23])[CH3:22])[CH:2]1[CH2:3][CH2:4][C:5]([CH3:18])=[CH:6][CH2:7][O:8][C:9]1[CH:14]=[CH:13][C:12]2[O:15][CH2:16][O:17][C:11]=2[CH:10]=1.[H][H]>[Pt]=O.C(OCC)(=O)C>[O:1]1[C:19]([CH3:24])([CH2:20][CH:21]([CH3:23])[CH3:22])[CH:2]1[CH2:3][CH2:4][CH:5]([CH3:18])[CH2:6][CH2:7][O:8][C:9]1[CH:14]=[CH:13][C:12]2[O:15][CH2:16][O:17][C:11]=2[CH:10]=1. Procedure: 1.66 g. of 4-[(6,7-epoxy-3,7,9-trimethyl-2-decenyl)-oxy]-1,2-(methylenedioxy)-benzene are dissolved in 30 ml. of ethyl acetate and hydrogenated by passing hydrogen gas in the presence of 50 mg. of platinum oxide until uptake of the theoretical amount of hydrogen. The catalyst is then filtered off and the filtrate evaporated. By chromatography on slica gel in hexane/ether (9:1 parts by volume) there is obtained pure 4-[(6,7-epoxy-3,7,9-trimethyldecyl)-oxy]-1,2-(methylenedioxy)-benzene of boiling ... Reactants: COc1ccccc1-c1cc(N)[nH]n1, Nc1cc[nH]n1, C1CCOC1, O=C1Nc2ccccc2C1=CO. The product is COc1ccccc1-c1cc(NC=C2C(=O)Nc3ccccc32)[nH]n1. Reaction SMILES: [CH3:19][O:20][c:21]1[c:22](-[c:27]2[cH:28][c:29]([NH2:32])[nH:30][n:31]2)[cH:23][cH:24][cH:25][cH:26]1.[NH2:1][c:2]1[cH:3][cH:4][nH:5][n:6]1.[O:33]1[CH2:34][CH2:35][CH2:36][CH2:37]1.[OH:7][CH:8]=[C:9]1[C:10](=[O:18])[NH:11][c:12]2[cH:13][cH:14][cH:15][cH:16][c:17]21>>[CH:8](=[C:9]1[C:10](=[O:18])[NH:11][c:12]2[cH:13][cH:14][cH:15][cH:16][c:17]21)[NH:32][c:29]1[cH:28][c:27](-[c:22]2[c:21]([O:20][CH3:19])[cH:26][cH:25][cH:24][cH:23]2)[n:31][nH:30]1.